Dataset: the Open Reaction Database (ORD), a public repository of structured organic reaction records. Task: describe an organic reaction: reactants, conditions, products, and yield Reactants: BrC=1C=NC(=NC1)C(=O)O (5-Bromopyrimidine-2-carboxylic acid), C(C(=O)Cl)(=O)Cl (Oxalyl chloride), N1=CC=CC=C1 (pyridine), C(C)(C)(C)N (tert-butyl amine). Run in ClCCl (dichloromethane), CN(C)C=O (DMF). Conditions: temperature 2.5 celsius, time 16 hour. Product: C(C)(C)(C)NC(=O)C1=NC=C(C=N1)Br (5-bromo-pyrimidine-2-carboxylic acid tert-butylamide). Isolated yield 75.4%. RXN SMILES: [Br:1][C:2]1[CH:3]=[N:4][C:5]([C:8]([OH:10])=O)=[N:6][CH:7]=1.C(Cl)(=O)C(Cl)=O.N1C=CC=CC=1.[C:23]([NH2:27])([CH3:26])([CH3:25])[CH3:24]>ClCCl.CN(C=O)C>[C:23]([NH:27][C:8]([C:5]1[N:6]=[CH:7][C:2]([Br:1])=[CH:3][N:4]=1)=[O:10])([CH3:26])([CH3:25])[CH3:24]. Procedure: 5-Bromopyrimidine-2-carboxylic acid (1 g, 4.93 mmol) was suspended in dichloromethane (10 ml) and DMF (20 μl). Oxalyl chloride (520 μl, 5.91 mmol, 1.2 equiv.) was added drop wise at room temperature and the mixture was stirred for 16 hours. The reaction mixture was then cooled to 0-5° C. and pyridine (480 μl, 5.91 mmol, 1.2 equiv.) and tert-butyl amine (621 μl, 5.91 mmol, 1.2 equiv.) were added drop wise at 0-5° C. The mixture was stirred for 4 hours at room temperature. The reaction mixture was... The reactants are NCC1=CC2=C(N(C(=N2)CN2C(N(C3=C2C=CC=C3)C(C)C)=O)CCC(C)C)C=C1 (1-[5-aminomethyl-1-(3-methyl-butyl)-1H-benzoimidazol-2-ylmethyl]-3-isopropyl-1,3-dihydro-benzoimidazol-2-one), TEA, C(C)(=O)Cl (acetyl chloride). Solvent: C1CCOC1 (THF). Conditions: time 12 hour. The product is C(C)(C)N1C(N(C2=C1C=CC=C2)CC2=NC1=C(N2CCC(C)C)C=CC(=C1)CNC(C)=O)=O (N-[2-(3-isopropyl-2-oxo-2,3-dihydro-benzoimidazol-1-ylmethyl)-1-(3-methyl-butyl)-1H-benzoimidazol-5-ylmethyl]-acetamide). The yield is 80.4%. As a reaction SMILES: [NH2:1][CH2:2][C:3]1[CH:30]=[CH:29][C:6]2[N:7]([CH2:24][CH2:25][CH:26]([CH3:28])[CH3:27])[C:8]([CH2:10][N:11]3[C:15]4[CH:16]=[CH:17][CH:18]=[CH:19][C:14]=4[N:13]([CH:20]([CH3:22])[CH3:21])[C:12]3=[O:23])=[N:9][C:5]=2[CH:4]=1.[C:31](Cl)(=[O:33])[CH3:32]>C1COCC1>[CH:20]([N:13]1[C:14]2[CH:19]=[CH:18][CH:17]=[CH:16][C:15]=2[N:11]([CH2:10][C:8]2[N:7]([CH2:24][CH2:25][CH:26]([CH3:28])[CH3:27])[C:6]3[CH:29]=[CH:30][C:3]([CH2:2][NH:1][C:31](=[O:33])[CH3:32])=[CH:4][C:5]=3[N:9]=2)[C:12]1=[O:23])([CH3:21])[CH3:22]. Procedure: To a solution of 1-[5-aminomethyl-1-(3-methyl-butyl)-1H-benzoimidazol-2-ylmethyl]-3-isopropyl-1,3-dihydro-benzoimidazol-2-one (20 mg, 0.05 mmol) and TEA (10 mg, 0.10 mmol) in THF (2 ml) was added acetyl chloride (5 mg, 0.06 mmol) at room temperature and the reaction mixture was stirred for 12 h. After evaporation, the residue was purified by prep-HPLC (gradient 10%-100% B) to afford 18 mg (80%) of N-[2-(3-isopropyl-2-oxo-2,3-dihydro-benzoimidazol-1-ylmethyl)-1-(3-methyl-butyl)-1H-benzoimidazol-5...